This data is from the Open Reaction Database (ORD), a public repository of structured organic reaction records. The task is: describe an organic reaction: reactants, conditions, products, and yield The reactants are COc1cc(OC)c(C=O)cc1Br, OB(O)c1cccnc1, COc1cc(OC)c(-c2cc3ccccc3s2)cc1C=O. The product is COc1cc(OC)c(-c2cccnc2)cc1C=O. As a reaction SMILES: [Br:10][c:11]1[c:12]([O:21][CH3:22])[cH:13][c:14]([O:19][CH3:20])[c:15]([CH:16]=[O:17])[cH:18]1.[n:1]1[cH:2][c:3]([B:7]([OH:8])[OH:9])[cH:4][cH:5][cH:6]1.[s:23]1[c:24](-[c:25]2[c:26]([O:27][CH3:28])[cH:29][c:30]([O:31][CH3:32])[c:33]([CH:35]=[O:36])[cH:34]2)[cH:37][c:38]2[cH:39][cH:40][cH:41][cH:42][c:43]12>>[n:1]1[cH:2][c:3](-[c:11]2[c:12]([O:21][CH3:22])[cH:13][c:14]([O:19][CH3:20])[c:15]([CH:16]=[O:17])[cH:18]2)[cH:4][cH:5][cH:6]1. Starting materials: O (water), BrCC(=O)C1=NC=C(C=C1Cl)C(F)(F)F (2-bromo-1-[3-chloro-5-(trifluoromethyl)pyridin-2-yl]ethanone), C1(C=2C(C(N1)=O)=CC=CC2)=O.[K] (potassium phthalimide). The reagents and catalysts are [I-].[K+] (potassium iodide). Run in CN(C=O)C (N,N-dimethylformamide). Reaction conditions: temperature 85 celsius, time 1 hour. Yields the product ClC=1C(=NC=C(C1)C(F)(F)F)C(CN1C(C=2C(C1=O)=CC=CC2)=O)=O (N-[2-[3-chloro-5-(trifluoromethyl)pyridin-2-yl]-2-oxoethyl]phthalimide). Yield: 34.9%. RXN SMILES: Br[CH2:2][C:3]([C:5]1[C:10]([Cl:11])=[CH:9][C:8]([C:12]([F:15])([F:14])[F:13])=[CH:7][N:6]=1)=[O:4].[C:16]1(=[O:26])[NH:20][C:19](=[O:21])[C:18]2=[CH:22][CH:23]=[CH:24][CH:25]=[C:17]12.[K].O>CN(C)C=O.[I-].[K+]>[Cl:11][C:10]1[C:5]([C:3](=[O:4])[CH2:2][N:20]2[C:19](=[O:21])[C:18]3=[CH:22][CH:23]=[CH:24][CH:25]=[C:17]3[C:16]2=[O:26])=[N:6][CH:7]=[C:8]([C:12]([F:15])([F:14])[F:13])[CH:9]=1 |f:1.2,5.6,^1:26|. Procedure details: To 1.43 g of 2-bromo-1-[3-chloro-5-(trifluoromethyl)pyridin-2-yl]ethanone in 10 ml of N,N-dimethylformamide, 0.68 g of potassium phthalimide and 0.01 g of potassium iodide were added, and the mixture was stirred at 85° C. for 1 hour. After completion of the reaction, the reaction mixture was allowed to cool to room temperature, mixed with 10 ml of water and extracted with ethyl acetate (10 ml×3), the resulting organic layers were combined, washed with water and dried over saturated aqueous sodiu... The reactants are CCOCC, CO, CC1OC(Cn2cncn2)(c2ccc(Cl)cc2)C1C, O=[N+]([O-])O. Product: CC1OC(Cn2cncn2)(c2ccc(Cl)cc2)C1C, O=[N+]([O-])O. RXN SMILES: [CH3:24][CH2:25][O:26][CH2:27][CH3:28].[CH3:29][OH:30].[Cl:5][c:6]1[cH:7][cH:8][c:9]([C:12]2([CH2:18][n:19]3[n:20][cH:21][n:22][cH:23]3)[O:13][CH:14]([CH3:17])[CH:15]2[CH3:16])[cH:10][cH:11]1.[OH:1][N+:2]([O-:3])=[O:4]>>[Cl:5][c:6]1[cH:7][cH:8][c:9]([C:12]2([CH2:18][n:19]3[n:20][cH:21][n:22][cH:23]3)[O:13][CH:14]([CH3:17])[CH:15]2[CH3:16])[cH:10][cH:11]1.[O:1]=[N+:2]([OH:3])[O-:4].